From a dataset of the Open Reaction Database (ORD), a public repository of structured organic reaction records. describe an organic reaction: reactants, conditions, products, and yield Starting materials: [Na+], [OH-], COC(=O)C(Cc1ccc(OCCNC(=O)c2ccc(-c3ccccn3)cc2)cc1)Sc1ccccc1. The product is O=C(NCCOc1ccc(CC(Sc2ccccc2)C(=O)O)cc1)c1ccc(-c2ccccn2)cc1. RXN SMILES: [Na+:39].[OH-:38].[c:1]1([S:7][CH:8]([C:9](=[O:10])[O:11][CH3:12])[CH2:13][c:14]2[cH:15][cH:16][c:17]([O:20][CH2:21][CH2:22][NH:23][C:24]([c:25]3[cH:26][cH:27][c:28](-[c:31]4[n:32][cH:33][cH:34][cH:35][cH:36]4)[cH:29][cH:30]3)=[O:37])[cH:18][cH:19]2)[cH:2][cH:3][cH:4][cH:5][cH:6]1>>[c:1]1([S:7][CH:8]([C:9](=[O:10])[OH:11])[CH2:13][c:14]2[cH:15][cH:16][c:17]([O:20][CH2:21][CH2:22][NH:23][C:24]([c:25]3[cH:26][cH:27][c:28](-[c:31]4[n:32][cH:33][cH:34][cH:35][cH:36]4)[cH:29][cH:30]3)=[O:37])[cH:18][cH:19]2)[cH:2][cH:3][cH:4][cH:5][cH:6]1. As a reaction SMILES: [BH3:17].[CH2:18]1[O:19][CH2:20][CH2:21][CH2:22]1.[CH3:14][S:15][CH3:16].[CH3:1][O:2][C:3](=[O:4])[c:5]1[cH:6][c:7]([C:8](=[O:9])[OH:10])[cH:11][cH:12][cH:13]1>>[CH3:1][O:2][C:3](=[O:4])[c:5]1[cH:6][c:7]([CH2:8][OH:9])[cH:11][cH:12][cH:13]1. Reactants: B, C1CCOC1, CSC, COC(=O)c1cccc(C(=O)O)c1. The product is COC(=O)c1cccc(CO)c1.